This data is from the Open Reaction Database (ORD), a public repository of structured organic reaction records. The task is: describe an organic reaction: reactants, conditions, products, and yield Reactants: N#Cc1ccc(Oc2ccc(Cl)cc2Cl)cc1C(=O)Cl, CN(C)C=O, O=C1NC(=O)c2cc(Cl)ccc21, O. Yields the product N#Cc1ccc(Oc2ccc(Cl)cc2Cl)cc1C(=O)N1C(=O)c2ccc(Cl)cc2C1=O. Reaction SMILES: [C:13](#[N:14])[c:15]1[c:16]([C:17](=[O:18])[Cl:19])[cH:20][c:21]([O:24][c:25]2[c:26]([Cl:32])[cH:27][c:28]([Cl:31])[cH:29][cH:30]2)[cH:22][cH:23]1.[CH3:34][N:35]([CH3:36])[CH:37]=[O:38].[Cl:1][c:2]1[cH:3][c:4]2[c:5]([cH:11][cH:12]1)[C:6](=[O:7])[NH:8][C:9]2=[O:10].[OH2:33]>>[Cl:1][c:2]1[cH:3][c:4]2[c:5]([cH:11][cH:12]1)[C:6](=[O:7])[N:8]([C:17]([c:16]1[c:15]([C:13]#[N:14])[cH:23][cH:22][c:21]([O:24][c:25]3[c:26]([Cl:32])[cH:27][c:28]([Cl:31])[cH:29][cH:30]3)[cH:20]1)=[O:18])[C:9]2=[O:10]. Starting materials: O=C1NC(N(C1)CC(=O)[O-])=O (dioxoimidazolidine-1-acetate), [N+](=O)([O-])C=1C=C(CN2C(N(C(C2=O)=O)CC(=O)O)=S)C=CC1 (3-(3-nitrobenzyl)-4,5-dioxo-2-thioxoimidazolidine-1-acetic acid), [N+](=O)([O-])C=1C=C(CN2C(N(C(C2=O)=O)CC(=O)O)=C)C=CC1 (3-(3-nitrobenzyl)-2-methylidene-4,5-dioxoimidazolidine-1-acetic acid), [N+](=O)([O-])C=1C=C(CBr)C=CC1 (3-nitrobenzyl bromide). Product: OC1C(N(C(N1CC(=O)OCC)=O)CC1=CC(=CC=C1)[N+](=O)[O-])=O (ethyl 5-hydroxy-3-(3-nitrobenzyl)-2,4-dioxoimidazolidine-1-acetate). Reaction SMILES: O=[C:2]1[CH2:6]N(CC([O-])=O)C(=O)N1.[N+:12]([C:15]1[CH:16]=[C:17]([CH:31]=[CH:32][CH:33]=1)[CH2:18][N:19]1[C:23](=[O:24])[C:22](=[O:25])[N:21]([CH2:26][C:27]([OH:29])=[O:28])[C:20]1=C)([O-:14])=[O:13].[N+](C1C=C(C=CC=1)CBr)([O-])=[O:35].[N+](C1C=C(C=CC=1)CN1C(=O)C(=O)N(CC(O)=O)C1=S)([O-])=O>>[OH:25][CH:22]1[N:21]([CH2:26][C:27]([O:29][CH2:2][CH3:6])=[O:28])[C:20](=[O:35])[N:19]([CH2:18][C:17]2[CH:31]=[CH:32][CH:33]=[C:15]([N+:12]([O-:14])=[O:13])[CH:16]=2)[C:23]1=[O:24]. Reported procedure: The above-prepared dioxoimidazolidine-1-acetate product of paragraph (1) was condensed with 3-nitrobenzyl bromide in the same manner as mentioned in Example 8 paragraph (2) to give ethyl 5-hydroxy-3-(3-nitrobenzyl)-2,4-dioxoimidazolidine-1-acetate. Reactants: O=C([O-])[O-], CCOC(C)=O, N#CC#CC1CCCC1, [K+], [K+], CN(C)C=O, C[Si](C)(C)CCOCn1ccc2c(-c3cn[nH]c3)ncnc21. Product: C[Si](C)(C)CCOCn1ccc2c(-c3cnn(C(=CC#N)C4CCCC4)c3)ncnc21. As a reaction SMILES: [C:32](=[O:33])([O-:34])[O-:35].[CH3:43][CH2:44][O:45][C:46](=[O:47])[CH3:48].[CH:23]1([C:28]#[C:29][C:30]#[N:31])[CH2:24][CH2:25][CH2:26][CH2:27]1.[K+:36].[K+:37].[O:38]=[CH:39][N:40]([CH3:41])[CH3:42].[nH:1]1[n:2][cH:3][c:4](-[c:6]2[c:7]3[c:8]([n:9][cH:10][n:11]2)[n:12]([CH2:15][O:16][CH2:17][CH2:18][Si:19]([CH3:20])([CH3:21])[CH3:22])[cH:13][cH:14]3)[cH:5]1>>[n:1]1([C:28]([CH:23]2[CH2:24][CH2:25][CH2:26][CH2:27]2)=[CH:29][C:30]#[N:31])[n:2][cH:3][c:4](-[c:6]2[c:7]3[c:8]([n:9][cH:10][n:11]2)[n:12]([CH2:15][O:16][CH2:17][CH2:18][Si:19]([CH3:20])([CH3:21])[CH3:22])[cH:13][cH:14]3)[cH:5]1.